This data is from the Open Reaction Database (ORD), a public repository of structured organic reaction records. The task is: describe an organic reaction: reactants, conditions, products, and yield The reactants are C1(=CC=CC=C1)CCCN1CC2=CC=C(C=C2C1)CN1C(C=2C(C1=O)=CC=CC2)=O (N-[2-(3-phenylpropan-1-yl)-2,3-dihydro-1H-isoindol-5-ylmethyl]-phthalimide), O.NN (hydrazine monohydrate), N=1C=C2C=C(SC3=CC=CC1N23)C(=O)O (5-thia-1,8b-diazaacenaphthylene-4-carboxylic acid), N-t2-(3-phenylpropan-1-yl)-2,3-dihydro-1H-isoindol-5-yl, CN (methylamine), P(=O)(OCC)(OCC)C#N (diethyl cyanophosphate), C(O)([O-])=O.[Na+] (sodium hydrogen carbonate). Run in C(C)O (ethanol), CN(C=O)C (N,N-dimethylformamide), C(C)N(CC)CC (triethylamine). Product: C1(=CC=CC=C1)CCCN1CC2=CC=C(C=C2C1)CNC(=O)C1=CC2=CN=C3C=CC=C(S1)N32 (N-[2-(3-phenylpropan-1-yl)-2,3-dihydro-1H-isoindol-5-ylmethyl]-5-thia-1,8b-diazaacenaphthylene-4-carboxamide). Reaction SMILES: [C:1]1([CH2:7][CH2:8][CH2:9][N:10]2[CH2:18][C:17]3[C:12](=[CH:13][CH:14]=[C:15]([CH2:19][N:20]4C(=O)C5=CC=CC=C5C4=O)[CH:16]=3)[CH2:11]2)[CH:6]=[CH:5][CH:4]=[CH:3][CH:2]=1.O.NN.[N:34]1[CH:35]=[C:36]2[N:45]3[C:40](=[CH:41][CH:42]=[CH:43][C:44]=13)[S:39][C:38]([C:46]([OH:48])=O)=[CH:37]2.CN.P(C#N)(OCC)(OCC)=O.C(=O)([O-])O.[Na+]>C(O)C.CN(C)C=O.C(N(CC)CC)C>[C:1]1([CH2:7][CH2:8][CH2:9][N:10]2[CH2:18][C:17]3[C:12](=[CH:13][CH:14]=[C:15]([CH2:19][NH:20][C:46]([C:38]4[S:39][C:40]5[N:45]6[C:36](=[CH:35][N:34]=[C:44]6[CH:43]=[CH:42][CH:41]=5)[CH:37]=4)=[O:48])[CH:16]=3)[CH2:11]2)[CH:2]=[CH:3][CH:4]=[CH:5][CH:6]=1 |f:1.2,6.7|. Reported procedure: To a solution of 0.401 g (1.011 mM) of N-[2-(3-phenylpropan-1-yl)-2,3-dihydro-1H-isoindol-5-ylmethyl]-phthalimide in 20 ml of ethanol was added 0.05 ml (1.11 mM) of hydrazine monohydrate and the mixture was refluxed for 2 hours. After cooling to room temperature, the precipitate that had formed was filtered off and washed with ethanol. From the pooled filtrate, the solvent was distilled off. The resulting crude N-[2-(3-phenylpropan-1-yl)-2,3-dihydro-1H-isoindol-5-yl]methylamine was not purified ... As a reaction SMILES: [CH3:21][CH2:22][O:23][CH2:24][CH3:25].[CH3:31][CH2:32][O:33][C:34](=[O:35])[CH3:36].[F:1][c:2]1[cH:3][c:4]2[c:5]([cH:14][cH:15]1)[N:6]([CH2:11][CH2:12][CH3:13])[C:7](=[O:10])[CH2:8][O:9]2.[OH2:20].[OH:16][N+:17]([O-:18])=[O:19].[S:26](=[O:27])(=[O:28])([OH:29])[OH:30]>>[F:1][c:2]1[cH:3][c:4]2[c:5]([cH:14][c:15]1[N+:17](=[O:16])[O-:18])[N:6]([CH2:11][CH2:12][CH3:13])[C:7](=[O:10])[CH2:8][O:9]2. The product is CCCN1C(=O)COc2cc(F)c([N+](=O)[O-])cc21. Reactants: CCOCC, CCOC(C)=O, CCCN1C(=O)COc2cc(F)ccc21, O, O=[N+]([O-])O, O=S(=O)(O)O. Reactants: C1(\C=C/C(=O)O1)=O (maleic acid anhydride), OCCS (2-hydroxyethanethiol), N1CCCCC1 (piperidine), C(C)(C)NC(C)C (diisopropylamine). The product is O=C1OCCSC1CC(=O)O (2-oxo-1,4-oxathiane-3-acetic acid). RXN SMILES: [C:1]1(=[O:7])[O:6][C:4](=[O:5])[CH:3]=[CH:2]1.[OH:8][CH2:9][CH2:10][SH:11].N1CCCCC1.C(NC(C)C)(C)C>>[O:5]=[C:4]1[CH:3]([CH2:2][C:1]([OH:6])=[O:7])[S:11][CH2:10][CH2:9][O:8]1. Reported procedure: Analogously to Example 1, by reaction of maleic acid anhydride with 2-hydroxyethanethiol in the presence of piperidine (instead of diisopropylamine) and the usual working up, 2-oxo-1,4-oxathiane-3-acetic acid, m.p. = 96°-98° is obtained. Starting materials: C(C1=CC=CC=C1)N1CCC(CC1)=O (N-Benzylpiperidin-4-one), C(#N)CC(=O)OCC (ethyl cyanoacetate), C(C)(=O)O (acetic acid), C(C)(=O)[O-].[NH4+] (ammonium acetate). Run in C1(=CC=CC=C1)C (toluene), O (water), C1(=CC=CC=C1)C (toluene), ClCCl (dichloromethane). Conditions: time 90 minute. Product: C(C1=CC=CC=C1)N1CCC(CC1)=C(C(=O)OCC)C#N (Ethyl 2-(1-benzylpiperidin-4-ylidene)-2-cyanoacetate). The yield is 82.0%. RXN SMILES: [CH2:1]([N:8]1[CH2:13][CH2:12][C:11](=O)[CH2:10][CH2:9]1)[C:2]1[CH:7]=[CH:6][CH:5]=[CH:4][CH:3]=1.[C:15]([CH2:17][C:18]([O:20][CH2:21][CH3:22])=[O:19])#[N:16].C(O)(=O)C.C([O-])(=O)C.[NH4+]>C1(C)C=CC=CC=1.ClCCl.O>[CH2:1]([N:8]1[CH2:13][CH2:12][C:11](=[C:17]([C:15]#[N:16])[C:18]([O:20][CH2:21][CH3:22])=[O:19])[CH2:10][CH2:9]1)[C:2]1[CH:7]=[CH:6][CH:5]=[CH:4][CH:3]=1 |f:3.4|. Reported procedure: N-Benzylpiperidin-4-one (25 g), ethyl cyanoacetate (16.4 g), glacial acetic acid (6 ml) and ammonium acetate (2.54 g) were heated together in toluene (200 ml), with removal of water using a Dean and Stark apparatus, for 90 minutes. The mixture was cooled, a further amount of toluene (100 ml) added and the solution washed sequentially with water (100 ml) and brine (100 ml) at which point a red oily product precipitated. The phases were separated and the oily product dissolved in dichloromethane. ... Reactants: Cc1ccccc1, CN(C)C=O, [Na+], O=S(=O)([O-])CC1CCOC1, O=S(Cl)Cl. The product is O=S(=O)(Cl)CC1CCOC1. Reaction SMILES: [CH3:12][c:13]1[cH:14][cH:15][cH:16][cH:17][cH:18]1.[CH3:23][N:24]([CH3:25])[CH:26]=[O:27].[Na+:11].[O:1]1[CH2:2][CH:3]([CH2:6][S:7](=[O:8])(=[O:9])[O-:10])[CH2:4][CH2:5]1.[S:19]([Cl:20])([Cl:21])=[O:22]>>[O:1]1[CH2:2][CH:3]([CH2:6][S:7](=[O:8])(=[O:10])[Cl:21])[CH2:4][CH2:5]1. Reactants: ClC1=CC=CC2=C1C(N1[C@H](C=3N2C=NC3C3=NOC(=N3)CCl)CC1)=O ((S)-8-chloro-1-(5-chloromethyl-1,2,4-oxadiazol-3-yl)-12,12a-dihydro-9H,11H-azeto[2,1-c]imidazo[1,5-a][1,4]benzodiazepin-9-one), C(CC)N (propylamine). The solvent is CN(C=O)C (N,N-dimethylformamide). Yields the product ClC1=CC=CC2=C1C(N1[C@H](C=3N2C=NC3C3=NOC(=N3)CNCCC)CC1)=O ((S)-8-chloro-1-(5-propylaminomethyl-1,2,4-oxadiazol-3-yl)-12,12a-dihydro-9H,11H-azeto[2,1-c]imidazo[1,5-a][1,4]benzodiazepin-9-one). Isolated yield 92.3%. RXN SMILES: [Cl:1][C:2]1[C:7]2[C:8](=[O:25])[N:9]3[CH2:24][CH2:23][C@H:10]3[C:11]3[N:12]([CH:13]=[N:14][C:15]=3[C:16]3[N:20]=[C:19]([CH2:21]Cl)[O:18][N:17]=3)[C:6]=2[CH:5]=[CH:4][CH:3]=1.[CH2:26]([NH2:29])[CH2:27][CH3:28]>CN(C)C=O>[Cl:1][C:2]1[C:7]2[C:8](=[O:25])[N:9]3[CH2:24][CH2:23][C@H:10]3[C:11]3[N:12]([CH:13]=[N:14][C:15]=3[C:16]3[N:20]=[C:19]([CH2:21][NH:29][CH2:26][CH2:27][CH3:28])[O:18][N:17]=3)[C:6]=2[CH:5]=[CH:4][CH:3]=1. Procedure details: 0.94 g (2.5 mmol) of (S)-8-chloro-1-(5-chloromethyl-1,2,4-oxadiazol-3-yl)-12,12a-dihydro-9H,11H-azeto[2,1-c]imidazo[1,5-a][1,4]benzodiazepin-9-one was stirred at room temperature overnight with 1 g (17 mmol) of propylamine and 15 ml of N,N-dimethylformamide. By evaporation of the reaction mixture and chromatography of the residue on silica gel while eluting with ethyl acetate/methanol 9/1 there was obtained 0.92 g (92%) of (S)-8-chloro-1-(5-propylaminomethyl-1,2,4-oxadiazol-3-yl)-12,12a-dihydro-... The reactants are S(O)(O)(=O)=O (sulfuric acid), C1(=CC=CC=C1)C(=C)C=1C=C(C=CC1)C(C(=O)O)C (α-(3-(1-Phenylethenyl)phenyl)propionic acid), aqueous solution, [Mn](=O)(=O)(=O)[O-].[K+] (potassium permanganate), S(=O)([O-])[O-].[Na+].[Na+] (sodium sulfite). Solvent: O (water), C1=CC=CC=C1 (benzene), O (water). Conditions: time 18 hour. Product: C(C1=CC=CC=C1)(=O)C=1C=C(C=CC1)C(C(=O)O)C (α-(3-benzoylphenyl)propionic acid). RXN SMILES: [C:1]1([C:7]([C:9]2[CH:10]=[C:11]([CH:15]([CH3:19])[C:16]([OH:18])=[O:17])[CH:12]=[CH:13][CH:14]=2)=C)[CH:6]=[CH:5][CH:4]=[CH:3][CH:2]=1.[Mn]([O-])(=O)(=O)=[O:21].[K+].S(=O)(=O)(O)O.S([O-])([O-])=O.[Na+].[Na+]>C1C=CC=CC=1.O>[C:7]([C:9]1[CH:10]=[C:11]([CH:15]([CH3:19])[C:16]([OH:18])=[O:17])[CH:12]=[CH:13][CH:14]=1)(=[O:21])[C:1]1[CH:6]=[CH:5][CH:4]=[CH:3][CH:2]=1 |f:1.2,4.5.6|. Reported procedure: α-(3-(1-Phenylethenyl)phenyl)propionic acid (35 g) obtained in Example 5 was dissolved in 250 ml of benzene and 250 ml of water was further added thereto with vigorous stirring to prepare a suspension. Then, 2 liter of 2% aqueous solution of potassium permanganate was dropped little by little over 1.5 hours. After the dropping, stirring was continued for 18 hours at room temperature. After the reaction, it was acidified by adding concentrated sulfuric acid and was treated by adding 35 g of sodiu... Starting materials: CC[N+](CC)(CC)Cc1ccccc1, CCc1c[nH]c(=O)c([N+](=O)[O-])c1O, CC#N, [Cl-], O=P(Cl)(Cl)Cl. Product: CCc1c[nH]c(=O)c([N+](=O)[O-])c1Cl. RXN SMILES: [CH2:20]([N+:21]([CH2:22][CH3:23])([CH2:24][CH3:25])[CH2:26][CH3:27])[c:28]1[cH:29][cH:30][cH:31][cH:32][cH:33]1.[CH2:6]([CH3:7])[c:8]1[c:9]([OH:18])[c:10]([N+:15](=[O:16])[O-:17])[c:11](=[O:14])[nH:12][cH:13]1.[CH3:34][C:35]#[N:36].[Cl-:19].[P:1]([Cl:2])([Cl:3])([Cl:4])=[O:5]>>[Cl:3][c:9]1[c:8]([CH2:6][CH3:7])[cH:13][nH:12][c:11](=[O:14])[c:10]1[N+:15](=[O:16])[O-:17]. Starting materials: Cc1ccc(NC2CCN(C(=O)OC(C)(C)C)CC2)c([N+](=O)[O-])c1, CCO. Yields the product Cc1ccc(NC2CCN(C(=O)OC(C)(C)C)CC2)c(N)c1. RXN SMILES: [C:1]([CH3:2])([CH3:3])([CH3:4])[O:5][C:6](=[O:7])[N:8]1[CH2:9][CH2:10][CH:11]([NH:14][c:15]2[c:16]([N+:22]([O-:23])=[O:24])[cH:17][c:18]([CH3:21])[cH:19][cH:20]2)[CH2:12][CH2:13]1.[CH3:25][CH2:26][OH:27]>>[C:1]([CH3:2])([CH3:3])([CH3:4])[O:5][C:6](=[O:7])[N:8]1[CH2:9][CH2:10][CH:11]([NH:14][c:15]2[c:16]([NH2:22])[cH:17][c:18]([CH3:21])[cH:19][cH:20]2)[CH2:12][CH2:13]1.